From a dataset of the Open Reaction Database (ORD), a public repository of structured organic reaction records. describe an organic reaction: reactants, conditions, products, and yield Reactants: CC=1N(C(=CC1)C)C=1C=C(C=C(C1)C(F)(F)F)C(C)(C)O (2-[3-(2,5-dimethyl-1H-pyrrol-1-yl)-5-(trifluoromethyl)phenyl]-propan-2-ol), Cl.NO (hydroxylamine hydrochloride), [OH-].[K+] (potassium hydroxide), CCO (EtOH). Solvent: O (water). Run at temperature 110 celsius. The product is NC=1C=C(C=C(C1)C(F)(F)F)CC(C)O ([3-amino-5-(trifluoromethyl)phenyl]propan-2-ol). RXN SMILES: CC1[N:3]([C:8]2[CH:9]=[C:10]([C:18](O)([CH3:20])C)[CH:11]=[C:12]([C:14]([F:17])([F:16])[F:15])[CH:13]=2)C(C)=CC=1.Cl.NO.[OH-:25].[K+].[CH3:27]CO>O>[NH2:3][C:8]1[CH:9]=[C:10]([CH2:18][CH:20]([OH:25])[CH3:27])[CH:11]=[C:12]([C:14]([F:15])([F:16])[F:17])[CH:13]=1 |f:1.2,3.4|. Procedure: To a solution of 2-[3-(2,5-dimethyl-1H-pyrrol-1-yl)-5-(trifluoromethyl)phenyl]-propan-2-ol (2.29 g, 7.70 mmol) in EtOH (70 mL) and water (41 mL), was added hydroxylamine hydrochloride (16.1 g, 23.1 mmol) and potassium hydroxide (8.64 g, 154 mmol). The reaction mixture was heated at 110° C. for 18 h, and then allowed to cool to rt. The solvents were evaporated and the residue was dissolved in water and extracted with EtOAc (2×). The organic solutions were combined, washed with brine, dried over N... Starting materials: FC1=CC=C(C=C1)C(F)(F)F (p-fluorobenzotrifluoride), C(=O)([O-])[O-].[K+].[K+] (K2CO3), O1CCOC12CCNCC2 (1,4-dioxa-8-azaspiro[4.5]decane), C(C)#N (acetonitrile). Solvent: O (water). Product: FC(C1=CC=C(C=C1)N1CCC(CC1)=O)(F)F (1-[4-(trifluoromethyl)phenyl]-4-piperidinone). Isolated yield 2.4%. Reaction SMILES: F[C:2]1[CH:7]=[CH:6][C:5]([C:8]([F:11])([F:10])[F:9])=[CH:4][CH:3]=1.C([O-])([O-])=O.[K+].[K+].O1[C:22]2([CH2:27][CH2:26][NH:25][CH2:24][CH2:23]2)[O:21]CC1.C(#N)C>O>[F:9][C:8]([F:11])([F:10])[C:5]1[CH:6]=[CH:7][C:2]([N:25]2[CH2:26][CH2:27][C:22](=[O:21])[CH2:23][CH2:24]2)=[CH:3][CH:4]=1 |f:1.2.3|. Procedure details: A mixture of 25 g (0.1523 mol) of p-fluorobenzotrifluoride, 31 g (0.224 mol) of K2CO3, 65 g (0.4539 mol) of 1,4-dioxa-8-azaspiro[4.5]decane, and 150 ml of acetonitrile is stirred at reflux for 3 days. The reaction mixture is cooled, diluted with water, and extracted with methylene chloride. The combined extracts are washed with water, dried over Na2SO4 and concentrated in vacuo. The residue, 600 ml of 10% sulfuric acid solution and 300 ml of tetrahydrofuran is stirred at ambient temperature for ... Reactants: ClC=1C(=C2N=C(C(=NC2=CC1Cl)OC)OC)N(S(=O)(=O)C)CC(=O)OC (N-(6,7-dichloro-2,3-dimethoxyquinoxalin-5-yl)-N-(methoxycarbonylmethyl)-methanesulphonamide), [OH-].[Na+] (sodium hydroxide), Cl (hydrochloric acid). The solvent is O1CCOCC1 (1,4-dioxan). Reaction conditions: time 15 minute. Product: C(=O)(O)CN(S(=O)(=O)C)C1=C2N=C(C(=NC2=CC(=C1Cl)Cl)OC)OC (N-(carboxymethyl)-N-(6,7-dichloro-2,3-dimethoxyquinoxalin-5-yl)methanesulphonamide). Isolated yield 90.6%. Reaction SMILES: [Cl:1][C:2]1[C:3]([N:17]([CH2:22][C:23]([O:25]C)=[O:24])[S:18]([CH3:21])(=[O:20])=[O:19])=[C:4]2[C:9](=[CH:10][C:11]=1[Cl:12])[N:8]=[C:7]([O:13][CH3:14])[C:6]([O:15][CH3:16])=[N:5]2.[OH-].[Na+].Cl>O1CCOCC1>[C:23]([CH2:22][N:17]([C:3]1[C:2]([Cl:1])=[C:11]([Cl:12])[CH:10]=[C:9]2[C:4]=1[N:5]=[C:6]([O:15][CH3:16])[C:7]([O:13][CH3:14])=[N:8]2)[S:18]([CH3:21])(=[O:20])=[O:19])([OH:25])=[O:24] |f:1.2|. Procedure details: A mixture of N-(6,7-dichloro-2,3-dimethoxyquinoxalin-5-yl)-N-(methoxycarbonylmethyl)-methanesulphonamide (Example 71, WO 96/09295, 1.0 g, 2.357 mmol), 1M sodium hydroxide (12 ml) and 1,4-dioxan (25 ml) was stirred at room temperature for 15 minutes. The resulting solution was acidified to ca. pH5 with 2M hydrochloric acid and concentrated under reduced pressure. The residue was suspended in water (10 ml), collected by filtration and dried under reduced pressure at 80° C. to give N-(carboxymethyl... Reactants: CC(C)(C)[Si](C)(C)OC(CCC(C(=O)N1C(=O)OCC1c1ccccc1)C(Nc1ccc(F)cc1)c1cccc(C#N)c1)c1ccc(F)cc1, C[Si](C)(C)C(C(N)=O)[Si](C)(C)C, CCCC[N+](CCCC)(CCCC)CCCC, COC(C)(C)C, CC(=O)O, [F-]. Product: CC(C)(C)[Si](C)(C)OC(CCC1C(=O)N(c2ccc(F)cc2)C1c1cccc(C#N)c1)c1ccc(F)cc1. RXN SMILES: [C:1]([CH3:2])([CH3:3])([CH3:4])[Si:5]([O:6][CH:7]([CH2:8][CH2:9][CH:10]([CH:11]([NH:12][c:13]1[cH:14][cH:15][c:16]([F:19])[cH:17][cH:18]1)[c:20]1[cH:21][c:22]([C:23]#[N:24])[cH:25][cH:26][cH:27]1)[C:28](=[O:29])[N:30]1[CH:31]([c:32]2[cH:33][cH:34][cH:35][cH:36][cH:37]2)[CH2:38][O:39][C:40]1=[O:41])[c:42]1[cH:43][cH:44][c:45]([F:48])[cH:46][cH:47]1)([CH3:49])[CH3:50].[CH3:51][Si:52]([CH:53]([Si:54]([CH3:55])([CH3:56])[CH3:57])[C:58]([NH2:59])=[O:60])([CH3:61])[CH3:62].[CH3:64][CH2:65][CH2:66][CH2:67][N+:68]([CH2:69][CH2:70][CH2:71][CH3:72])([CH2:73][CH2:74][CH2:75][CH3:76])[CH2:77][CH2:78][CH2:79][CH3:80].[CH3:81][O:82][C:83]([CH3:84])([CH3:85])[CH3:86].[CH3:87][C:88](=[O:89])[OH:90].[F-:63]>>[C:1]([CH3:2])([CH3:3])([CH3:4])[Si:5]([O:6][CH:7]([CH2:8][CH2:9][CH:10]1[CH:11]([c:20]2[cH:21][c:22]([C:23]#[N:24])[cH:25][cH:26][cH:27]2)[N:12]([c:13]2[cH:14][cH:15][c:16]([F:19])[cH:17][cH:18]2)[C:28]1=[O:29])[c:42]1[cH:43][cH:44][c:45]([F:48])[cH:46][cH:47]1)([CH3:49])[CH3:50]. Reactants: CCC(Oc1ccc(Br)cc1)C(O)CCc1cccnc1, N#Cc1cc(B(O)O)ccc1F, CCO, [Na+], [Na+], O=C([O-])[O-], c1ccc(P(c2ccccc2)(c2ccccc2)[Pd](P(c2ccccc2)(c2ccccc2)c2ccccc2)(P(c2ccccc2)(c2ccccc2)c2ccccc2)P(c2ccccc2)(c2ccccc2)c2ccccc2)cc1. Yields the product CCC(Oc1ccc(-c2ccc(F)c(C#N)c2)cc1)C(O)CCc1cccnc1. RXN SMILES: [Br:1][c:2]1[cH:3][cH:4][c:5]([O:6][CH:7]([CH:8]([CH2:9][CH2:10][c:11]2[cH:12][n:13][cH:14][cH:15][cH:16]2)[OH:17])[CH2:18][CH3:19])[cH:20][cH:21]1.[C:22](#[N:23])[c:24]1[cH:25][c:26]([B:31]([OH:32])[OH:33])[cH:27][cH:28][c:29]1[F:30].[CH3:117][CH2:118][OH:119].[Na+:34].[Na+:35].[O-:36][C:37](=[O:38])[O-:39].[cH:40]1[cH:41][cH:42][c:43]([P:44]([Pd:45]([P:46]([c:47]2[cH:48][cH:49][cH:50][cH:51][cH:52]2)([c:53]2[cH:54][cH:55][cH:56][cH:57][cH:58]2)[c:59]2[cH:60][cH:61][cH:62][cH:63][cH:64]2)([P:65]([c:66]2[cH:67][cH:68][cH:69][cH:70][cH:71]2)([c:72]2[cH:73][cH:74][cH:75][cH:76][cH:77]2)[c:78]2[cH:79][cH:80][cH:81][cH:82][cH:83]2)[P:84]([c:85]2[cH:86][cH:87][cH:88][cH:89][cH:90]2)([c:91]2[cH:92][cH:93][cH:94][cH:95][cH:96]2)[c:97]2[cH:98][cH:99][cH:100][cH:101][cH:102]2)([c:103]2[cH:104][cH:105][cH:106][cH:107][cH:108]2)[c:109]2[cH:110][cH:111][cH:112][cH:113][cH:114]2)[cH:115][cH:116]1>>[c:2]1(-[c:26]2[cH:25][c:24]([C:22]#[N:23])[c:29]([F:30])[cH:28][cH:27]2)[cH:3][cH:4][c:5]([O:6][CH:7]([CH:8]([CH2:9][CH2:10][c:11]2[cH:12][n:13][cH:14][cH:15][cH:16]2)[OH:17])[CH2:18][CH3:19])[cH:20][cH:21]1. Reactants: C(C)C(CCI)=CCCC1=CC2=C(C=C1)OCO2 (3-ethyl-6-(3,4-methylenedioxyphenyl)-3-hexenyl iodide), [Li] (lithium), CC(CC(CC)=O)=O (2,4-hexanedione). Solvent: CN(C=O)C (dimethylformamide). Product: C(C)C(CCC(C(C)=O)C(CC)=O)=CCCC1=CC2=C(C=C1)OCO2 (3-[3-Ethyl-6-(3,4-methylenedioxyphenyl)-3-hexenyl]-2,4-hexanedione). Reaction SMILES: [CH2:1]([C:3](=[CH:7][CH2:8][CH2:9][C:10]1[CH:15]=[CH:14][C:13]2[O:16][CH2:17][O:18][C:12]=2[CH:11]=1)[CH2:4][CH2:5]I)[CH3:2].[Li].[CH3:20][C:21](=[O:27])[CH2:22][C:23](=[O:26])[CH2:24][CH3:25]>CN(C)C=O>[CH2:1]([C:3](=[CH:7][CH2:8][CH2:9][C:10]1[CH:15]=[CH:14][C:13]2[O:16][CH2:17][O:18][C:12]=2[CH:11]=1)[CH2:4][CH2:5][CH:22]([C:23](=[O:26])[CH2:24][CH3:25])[C:21](=[O:27])[CH3:20])[CH3:2] |^1:18|. Procedure details: [I; Ar is 3,4-methylenedioxyphenyl, R0 is H, R' is CH3CO, R" is CH3CH2CO, Y is C(C2H5)=CHCH2CH2 ] was prepared from 23.2 g. of 3-ethyl-6-(3,4-methylenedioxyphenyl)-3-hexenyl iodide (Preparation D1) and 22.3 g. of the lithium salt of 2,4-hexanedione (prepared by the procedure described in Example 8 below) in 300 ml. of dimethylformamide according to the procedure described above in Example 2. There was thus obtained 21 g. of crude product which was chromatographed on 600 g. of silica gel in penta... Starting materials: O.O.Cl[Sn]Cl (SnCl2.2H2O), N(=O)[O-].[Na+] (NaNO2), NC=1C(=NC(=CC1)SC1=CC(=CC(=C1)Cl)Cl)C#N (3-amino-6-(3,5-dichlorophenylthio)picolinonitrile). Run in Cl (hydrochloric acid), O (water), S(O)(O)(=O)=O (sulfuric acid). Reaction conditions: temperature 2.5 celsius, time 20 minute. Yields the product ClC=1C=C(C=C(C1)Cl)SC1=CC=C2C(=N1)C(=NN2)N (5-(3,5-dichlorophenylthio)-1H-pyrazolo[4,3-b]pyridin-3-amine). RXN SMILES: [N:1]([O-])=O.[Na+].[NH2:5][C:6]1[C:7]([C:21]#[N:22])=[N:8][C:9]([S:12][C:13]2[CH:18]=[C:17]([Cl:19])[CH:16]=[C:15]([Cl:20])[CH:14]=2)=[CH:10][CH:11]=1.O.O.Cl[Sn]Cl>O.S(=O)(=O)(O)O.Cl>[Cl:19][C:17]1[CH:18]=[C:13]([S:12][C:9]2[N:8]=[C:7]3[C:21]([NH2:1])=[N:22][NH:5][C:6]3=[CH:11][CH:10]=2)[CH:14]=[C:15]([Cl:20])[CH:16]=1 |f:0.1,3.4.5|. Procedure: A solution of 350 mg of NaNO2 (5.07 mmol) in water (2 ml) is added to a stirring solution of 1.5 g of 3-amino-6-(3,5-dichlorophenylthio)picolinonitrile (5.07 mmol) in 100 ml of 50% sulfuric acid at 0° C. The mixture is stirred for 20 minutes at 0-5° C. A solution of 2.9 g of SnCl2.2H2O (12.7 mmol, 2.5 eq) in hydrochloric acid (12 N solution, 10 ml) is then added and the solution is stirred for 1 hour at room temperature. The solid formed is filtered and then washed twice with 20 ml of water. The... Starting materials: N#Cc1ccc(Br)cc1Cl, O=C([O-])[O-], CCC1NC(=O)CC1(C)O, [Cs+], [Cs+], O=C(C=Cc1ccccc1)C=Cc1ccccc1, O=C(C=Cc1ccccc1)C=Cc1ccccc1, O=C(C=Cc1ccccc1)C=Cc1ccccc1, [Pd], [Pd], CC1(C)c2cccc(P(c3ccccc3)c3ccccc3)c2Oc2c(P(c3ccccc3)c3ccccc3)cccc21. Yields the product CCC1N(c2ccc(C#N)c(Cl)c2)C(=O)CC1(C)O. Reaction SMILES: [Br:1][c:2]1[cH:3][c:4]([Cl:10])[c:5]([C:6]#[N:7])[cH:8][cH:9]1.[C:63](=[O:64])([O-:65])[O-:66].[CH2:11]([CH3:12])[CH:13]1[C:14]([CH3:19])([OH:20])[CH2:15][C:16](=[O:18])[NH:17]1.[Cs+:67].[Cs+:68].[O:107]=[C:108]([CH:109]=[CH:110][c:111]1[cH:112][cH:113][cH:114][cH:115][cH:116]1)[CH:117]=[CH:118][c:119]1[cH:120][cH:121][cH:122][cH:123][cH:124]1.[O:71]=[C:72]([CH:73]=[CH:74][c:75]1[cH:76][cH:77][cH:78][cH:79][cH:80]1)[CH:81]=[CH:82][c:83]1[cH:84][cH:85][cH:86][cH:87][cH:88]1.[O:89]=[C:90]([CH:91]=[CH:92][c:93]1[cH:94][cH:95][cH:96][cH:97][cH:98]1)[CH:99]=[CH:100][c:101]1[cH:102][cH:103][cH:104][cH:105][cH:106]1.[Pd:69].[Pd:70].[c:21]1([P:22]([c:23]2[cH:24][cH:25][cH:26][cH:27][cH:28]2)[c:29]2[c:30]3[c:54]([cH:55][cH:56][cH:57]2)[C:51]([CH3:52])([CH3:53])[c:33]2[c:32]([c:37]([P:38]([c:39]4[cH:40][cH:41][cH:42][cH:43][cH:44]4)[c:45]4[cH:46][cH:47][cH:48][cH:49][cH:50]4)[cH:36][cH:35][cH:34]2)[O:31]3)[cH:58][cH:59][cH:60][cH:61][cH:62]1>>[c:2]1([N:17]2[CH:13]([CH2:11][CH3:12])[C:14]([CH3:19])([OH:20])[CH2:15][C:16]2=[O:18])[cH:3][c:4]([Cl:10])[c:5]([C:6]#[N:7])[cH:8][cH:9]1. Starting materials: O=C([O-])[O-], CCOC(C)=O, Fc1ccc(CBr)cc1, [K+], [K+], CC(Nc1ncnc(N)c1C#N)c1nc2cccc(S(C)(=O)=O)c2[nH]1, CN(C)C=O. Yields the product CC(Nc1ncnc(N)c1C#N)c1nc2c(S(C)(=O)=O)cccc2n1Cc1ccc(F)cc1. Reaction SMILES: [C:26](=[O:27])([O-:28])[O-:29].[CH3:46][CH2:47][O:48][C:49]([CH3:50])=[O:51].[F:32][c:33]1[cH:34][cH:35][c:36]([CH2:37][Br:38])[cH:39][cH:40]1.[K+:30].[K+:31].[NH2:1][c:2]1[n:3][cH:4][n:5][c:6]([NH:10][CH:11]([CH3:12])[c:13]2[n:14][c:15]3[c:16]([nH:17]2)[c:18]([S:22](=[O:23])(=[O:24])[CH3:25])[cH:19][cH:20][cH:21]3)[c:7]1[C:8]#[N:9].[O:41]=[CH:42][N:43]([CH3:44])[CH3:45]>>[NH2:1][c:2]1[n:3][cH:4][n:5][c:6]([NH:10][CH:11]([CH3:12])[c:13]2[n:14]([CH2:37][c:36]3[cH:35][cH:34][c:33]([F:32])[cH:40][cH:39]3)[c:15]3[c:16]([n:17]2)[c:18]([S:22](=[O:23])(=[O:24])[CH3:25])[cH:19][cH:20][cH:21]3)[c:7]1[C:8]#[N:9]. Reactants: C1(CC1)COC1=C(C=CC=C1)NS(=O)(=O)C (N-(2-(cyclopropylmethoxy)phenyl)methanesulfonamide), [N+](=O)(O)[O-] (nitric acid). Solvent: CCOC(=O)C (EtOAc). Conditions: time 1 hour. Yields the product C1(CC1)COC1=C(C=CC(=C1)[N+](=O)[O-])NS(=O)(=O)C (N-(2-(cyclopropylmethoxy)-4-nitrophenyl)-methanesulfonamide). Yield: 25.3%. As a reaction SMILES: [CH:1]1([CH2:4][O:5][C:6]2[CH:11]=[CH:10][CH:9]=[CH:8][C:7]=2[NH:12][S:13]([CH3:16])(=[O:15])=[O:14])[CH2:3][CH2:2]1.[N+:17]([O-])([OH:19])=[O:18]>CCOC(C)=O>[CH:1]1([CH2:4][O:5][C:6]2[CH:11]=[C:10]([N+:17]([O-:19])=[O:18])[CH:9]=[CH:8][C:7]=2[NH:12][S:13]([CH3:16])(=[O:15])=[O:14])[CH2:2][CH2:3]1. Procedure details: N-(2-(cyclopropylmethoxy)phenyl)methanesulfonamide (1.3 g, 5.39 mmol) was cooled to 0° C., and nitric acid (0.746 ml, 10.77 mmol) was added. The mixture was stirred at RT for 1 hour. The mixture was diluted with EtOAc and washed with NaHCO3 5% and brine. The organic phase was dried over Na2SO4, and the solvent was removed. The crude was purified by flash chromatography on silica gel cartridge (petroleum ether:EtOAc=80:20 to 60:40). 0.390 g of title product were obtained by collection and evapora...